From a dataset of the Open Reaction Database (ORD), a public repository of structured organic reaction records. describe an organic reaction: reactants, conditions, products, and yield Reactants: liquid, C1(=CC=C(C=C1)S(=O)(=O)O)C (p-toluenesulfonic acid), CC(CCO)CC (3-methyl pentanol), [H-].[Na+] (sodium hydride), CN(C=O)C (dimethylformamide), BrO (bromo-alcohol). Solvent: CO (methanol). Run at time 1 hour. The product is CC(CCOCCCCCCCCO)CC (8-(3-methylpentyloxy)octanol). Reaction SMILES: [CH3:1][CH:2]([CH2:6][CH3:7])[CH2:3][CH2:4][OH:5].[H-].[Na+].BrO.[C:12]1([CH3:22])[CH:17]=[CH:16][C:15](S(O)(=O)=O)=[CH:14][CH:13]=1.CN(C)[CH:25]=[O:26]>CO>[CH3:1][CH:2]([CH2:6][CH3:7])[CH2:3][CH2:4][O:5][CH2:22][CH2:12][CH2:13][CH2:14][CH2:15][CH2:16][CH2:17][CH2:25][OH:26] |f:1.2|. Reported procedure: To a solution of 1.67 gms of 3-methyl pentanol in 40 ml of dimethylformamide, 0.62 gms of sodium hydride are added; and the reaction mixture is stirred at room temperature for 1 hour. To this solution is added 4.0 gms of the protected bromo-alcohol and the reaction mixture is stirred at room temperature for 17 hours. The reaction mixture is then partitioned between ethyl acetate and water. The organic layer is washed with brine, dried over Na2SO4, filtered, and concentrated under vacuum to give ... Reactants: ClC=1OC=2C(N1)=C(C(=C(C2F)C2=CC=CC=C2)C)C#N (2-Chloro-7-fluoro-5-methyl-6-phenyl-1,3-benzoxazole-4-cabonitrile), C(C)(C)N(CC)C(C)C (diisopropylethylamine), Cl.CNCCC(=O)OCC (ethyl 3-(methylamino)propionate hydrochloride). Solvent: ClCCl (dichloromethane), ClCCl (dichloromethane). Product: C(#N)C1=C(C(=C(C2=C1N=C(O2)CNCCC(=O)OCC)F)C2=CC=CC=C2)C (Ethyl 3-[N-(4-cyano-7-fluoro-5-methyl-6-phenyl-1,3-benzoxazol-2-yl)methylamino]propionate). The yield is 81.0%. As a reaction SMILES: Cl[C:2]1[O:3][C:4]2[C:5](=[C:7]([C:19]#[N:20])[C:8]([CH3:18])=[C:9]([C:12]3[CH:17]=[CH:16][CH:15]=[CH:14][CH:13]=3)[C:10]=2[F:11])[N:6]=1.C(N(C(C)C)CC)(C)C.Cl.[CH3:31][NH:32][CH2:33][CH2:34][C:35]([O:37][CH2:38][CH3:39])=[O:36]>ClCCl>[C:19]([C:7]1[C:5]2[N:6]=[C:2]([CH2:31][NH:32][CH2:33][CH2:34][C:35]([O:37][CH2:38][CH3:39])=[O:36])[O:3][C:4]=2[C:10]([F:11])=[C:9]([C:12]2[CH:17]=[CH:16][CH:15]=[CH:14][CH:13]=2)[C:8]=1[CH3:18])#[N:20] |f:2.3|. Procedure details: 2-Chloro-7-fluoro-5-methyl-6-phenyl-1,3-benzoxazole-4-cabonitrile (I-130) (0.49 g, 1.71 mmol), diisopropylethylamine (0.70 ml, 4.12 mmol) and ethyl 3-(methylamino)propionate hydrochloride (I-159) (0.32 g, 1.91 mmol) were dissolved in dichloromethane (15 ml). After heated under reflux for 3 hours, this was diluted with dichloromethane. After washed with water and drying over anhydrous sodium sulfate, the solvent was evaporated away under reduced pressure, and the resulting residue was purified by...